From a dataset of the Open Reaction Database (ORD), a public repository of structured organic reaction records. describe an organic reaction: reactants, conditions, products, and yield The reactants are C(C)OC1=C(C(C=O)=CC=C1)O (3-ethoxysalicylaldehyde), NC=1C=C(NS(=O)(=O)CC(=O)O)C=CC1F (3-amino-4-fluoroanilinosulfonyl acetic acid). Run in C(C)(=O)O (acetic acid). Yields the product NC=1C=C(C=CC1F)NS(=O)(=O)C=1C(OC2=C(C=CC=C2C1)OCC)=O (N-(3-Amino-4-fluorophenyl)-8-ethoxy-2-oxo-2H-chromene-3-sulfonamide). As a reaction SMILES: [CH2:1]([O:3][C:4]1[CH:11]=[CH:10][CH:9]=[C:6]([CH:7]=O)[C:5]=1[OH:12])[CH3:2].[NH2:13][C:14]1[CH:15]=[C:16]([CH:25]=[CH:26][C:27]=1[F:28])[NH:17][S:18]([CH2:21][C:22](O)=[O:23])(=[O:20])=[O:19]>C(O)(=O)C>[NH2:13][C:14]1[CH:15]=[C:16]([NH:17][S:18]([C:21]2[C:22](=[O:23])[O:12][C:5]3[C:6]([CH:7]=2)=[CH:9][CH:10]=[CH:11][C:4]=3[O:3][CH2:1][CH3:2])(=[O:20])=[O:19])[CH:25]=[CH:26][C:27]=1[F:28]. Procedure details: A solution of 3-ethoxysalicylaldehyde (1 mmol) and 3-amino-4-fluoroanilinosulfonyl acetic acid (1 mmol) in acetic acid (10 mL) was subjected to the General Procedure 1, Method A to yield the title compound; m.p. 160-162° C.